The task is: describe an organic reaction: reactants, conditions, products, and yield. This data is from the Open Reaction Database (ORD), a public repository of structured organic reaction records. Reactants: CS(=O)(=O)c1ccc(Cl)c(Cl)c1, CS(C)=O, Oc1ccc(Cl)c(Cl)c1, [Na+], [OH-], O. The product is CS(=O)(=O)c1ccc(Oc2ccc(Cl)c(Cl)c2)c(Cl)c1. Reaction SMILES: [CH3:12][S:13](=[O:14])(=[O:15])[c:16]1[cH:17][c:18]([Cl:23])[c:19]([Cl:22])[cH:20][cH:21]1.[CH3:25][S:26]([CH3:27])=[O:28].[Cl:1][c:2]1[cH:3][c:4]([OH:9])[cH:5][cH:6][c:7]1[Cl:8].[Na+:11].[OH-:10].[OH2:24]>>[Cl:1][c:2]1[cH:3][c:4]([O:9][c:19]2[c:18]([Cl:23])[cH:17][c:16]([S:13]([CH3:12])(=[O:14])=[O:15])[cH:21][cH:20]2)[cH:5][cH:6][c:7]1[Cl:8].